From a dataset of the Open Reaction Database (ORD), a public repository of structured organic reaction records. describe an organic reaction: reactants, conditions, products, and yield The reactants are [H-].C(C(C)C)[Al+]CC(C)C (diisobutylaluminum hydride), FC(C1=CC=C(C=C1)NC(=O)N1N=C(C(C1)C1=CC=CC=C1)C1=CC=C(C=C1)Cl)(F)F (N-(4-trifluoromethylphenyl)-3-(4-chlorophenyl)-4-phenyl-4,5-dihydro-1H-pyrazole-1-carboxamide), [H-].C(C(C)C)[Al+]CC(C)C (DIBAL-H), [H-].C(C(C)C)[Al+]CC(C)C (DIBAL-H). Run in O1CCCC1 (THF), O1CCCC1 (tetrahydrofuran). Run at temperature 0 celsius, time 1 hour. Yields the product FC(C1=CC=C(C=C1)NC(=O)N1NC(C(C1)C1=CC=CC=C1)C1=CC=C(C=C1)Cl)(F)F (N-(4-trifluoromethylphenyl)-3-(4-chlorophenyl)-4-phenyl-2,3,4,5-tetrahydro-1H-pyrazole-1-carboxamide). Isolated yield 51.8%. RXN SMILES: [F:1][C:2]([F:31])([F:30])[C:3]1[CH:8]=[CH:7][C:6]([NH:9][C:10]([N:12]2[CH2:16][CH:15]([C:17]3[CH:22]=[CH:21][CH:20]=[CH:19][CH:18]=3)[C:14]([C:23]3[CH:28]=[CH:27][C:26]([Cl:29])=[CH:25][CH:24]=3)=[N:13]2)=[O:11])=[CH:5][CH:4]=1.[H-].C([Al+]CC(C)C)C(C)C>O1CCCC1>[F:31][C:2]([F:1])([F:30])[C:3]1[CH:8]=[CH:7][C:6]([NH:9][C:10]([N:12]2[CH2:16][CH:15]([C:17]3[CH:22]=[CH:21][CH:20]=[CH:19][CH:18]=3)[CH:14]([C:23]3[CH:24]=[CH:25][C:26]([Cl:29])=[CH:27][CH:28]=3)[NH:13]2)=[O:11])=[CH:5][CH:4]=1 |f:1.2|. Procedure: To 20.2 g (45 mmole) of N-(4-trifluoromethylphenyl)-3-(4-chlorophenyl)-4-phenyl-4,5-dihydro-1H-pyrazole-1-carboxamide U.S. Pat. No. 4,156,007, column 7, line 17) in 75 ml of tetrahydrofuran (THF) that had been cooled under a nitrogen atmosphere to -75° C. was added 100 ml of 1.0M diisobutylaluminum hydride (DIBAL-H) in THF. The reaction mixture was warmed to 0° C. and stirred for 1 hour. An additional 50 ml of the 1.0M DIBAL-H solution was added and the reaction was warmed to 20° C. After 1 more... Reactants: C1(=CC=C(C=C1)S(=O)(=O)Cl)C (p-toluenesulfonyl chloride), OCCN1C(C2=C3C(=CC=4C2=C(C1=O)C=CC4)C=CC=C3)=O (2-(2-hydroxyethyl)-1,2-dihydro-3H-dibenz[de,h]isoquinoline-1,3-dione), O (water). The solvent is N1=CC=CC=C1 (pyridine). Conditions: time 24 hour. Product: C1(=CC=C(C=C1)S(=O)(=O)OCCN1C(C2=C3C(=CC=4C2=C(C1=O)C=CC4)C=CC=C3)=O)C (2-[2-(p-toluenesulfonyloxy)ethyl]-1,2-dihydro-3H-dibenz-[de,h]isoquinoline-1,3-dione). Isolated yield 77.0%. Reaction SMILES: [OH:1][CH2:2][CH2:3][N:4]1[C:13](=[O:14])[C:12]2[CH:15]=[CH:16][CH:17]=[C:10]3[C:11]=2[C:6](=[C:7]2[CH:21]=[CH:20][CH:19]=[CH:18][C:8]2=[CH:9]3)[C:5]1=[O:22].[C:23]1([CH3:33])[CH:28]=[CH:27][C:26]([S:29](Cl)(=[O:31])=[O:30])=[CH:25][CH:24]=1.O>N1C=CC=CC=1>[C:23]1([CH3:33])[CH:28]=[CH:27][C:26]([S:29]([O:1][CH2:2][CH2:3][N:4]2[C:13](=[O:14])[C:12]3[CH:15]=[CH:16][CH:17]=[C:10]4[C:11]=3[C:6](=[C:7]3[CH:21]=[CH:20][CH:19]=[CH:18][C:8]3=[CH:9]4)[C:5]2=[O:22])(=[O:31])=[O:30])=[CH:25][CH:24]=1. Procedure: A mixture of 1.01 g (3.5 mmol) of 2-(2-hydroxyethyl)-1,2-dihydro-3H-dibenz[de,h]isoquinoline-1,3-dione in 10 ml of pyridine is treated with 0.69 g (3.6 mmol) of p-toluenesulfonyl chloride. The mixture is stirred at room temperature for 24 hours and poured into 50 ml of cold water. The solid is collected, washed with water, dried in vacuo, and crystallized from dimethylformamide water to give 1.2 g (77%) of 2-[2-(p-toluenesulfonyloxy)ethyl]-1,2-dihydro-3H-dibenz-[de,h]isoquinoline-1,3-dione. M.p.... The reactants are C, C1CCOC1, CN(C)C(=O)C1Cc2ccc(NC(=O)OCc3ccccc3)cc2NC1=O, CO, [H][H], [Pd]. The product is CN(C)C(=O)C1Cc2ccc(N)cc2NC1=O. RXN SMILES: [C:37].[CH2:32]1[O:33][CH2:34][CH2:35][CH2:36]1.[CH3:1][N:2]([C:3](=[O:4])[CH:5]1[C:6](=[O:26])[NH:7][c:8]2[cH:9][c:10]([NH:15][C:16]([O:17][CH2:18][c:19]3[cH:20][cH:21][cH:22][cH:23][cH:24]3)=[O:25])[cH:11][cH:12][c:13]2[CH2:14]1)[CH3:27].[CH3:30][OH:31].[H:28][H:29].[Pd:38]>>[CH3:1][N:2]([C:3](=[O:4])[CH:5]1[C:6](=[O:26])[NH:7][c:8]2[cH:9][c:10]([NH2:15])[cH:11][cH:12][c:13]2[CH2:14]1)[CH3:27]. Reactants: Cl (hydrochloric acid), ClC=1SC(=CC1C1CC(C=2C(=CC=[N+](C2C1)[O-])C)=O)Cl (7-(2,5-dichlorothiophen-3-yl)-4-methyl-5,6,7,8-tetrahydroquinolin-5-one-1-oxide), C(=N)(N)NN.Cl (aminoguanidine hydrochloride). The solvent is C(C)O (ethanol). Reaction conditions: temperature 105 celsius, time 2 hour. Yields the product Cl.ClC=1SC(=CC1C1CC(C=2C(=CC=[N+](C2C1)[O-])C)=NNC(=N)N)Cl (7-(2,5-dichlorothiophen-3-yl)-5-guanidinoimino-4-methyl-5,6,7,8-tetrahydroquinoline-1-oxide hydrochloride). Yield: 175.8%. RXN SMILES: [Cl:1][C:2]1[S:3][C:4]([Cl:20])=[CH:5][C:6]=1[CH:7]1[CH2:16][C:15]2[N+:14]([O-:17])=[CH:13][CH:12]=[C:11]([CH3:18])[C:10]=2[C:9](=O)[CH2:8]1.[C:21]([NH:24][NH2:25])([NH2:23])=[NH:22].Cl.Cl>C(O)C>[ClH:1].[Cl:1][C:2]1[S:3][C:4]([Cl:20])=[CH:5][C:6]=1[CH:7]1[CH2:16][C:15]2[N+:14]([O-:17])=[CH:13][CH:12]=[C:11]([CH3:18])[C:10]=2[C:9](=[N:25][NH:24][C:21]([NH2:23])=[NH:22])[CH2:8]1 |f:1.2,5.6|. Reported procedure: To a mixture of 7-(2,5-dichlorothiophen-3-yl)-4-methyl-5,6,7,8-tetrahydroquinolin-5-one-1-oxide (426 mg) and aminoguanidine hydrochloride (159 mg) were added ethanol (8 ml) and concentrated hydrochloric acid (0.15 ml), and the mixture was stirred at 105° C. for 2 hours. The reaction solution was cooled to room temperature, and the resulting crystals were filtered and dried to give 7-(2,5-dichlorothiophen-3-yl)-5-guanidinoimino-4-methyl-5,6,7,8-tetrahydroquinoline-1-oxide hydrochloride (Compound ... Starting materials: Cl (HCl), NC1=NS(N=C1NCCSCC=1N=C(SC1)NC(=N)N)=O (3-amino-4-{2-[(2-guanidinothiazol-4-yl)methylthio]ethylamino}-1,2,5-thiadiazole 1-oxide). The solvent is CO (methanol). Run at time 4.25 hour. Yields the product Cl.Cl.Cl.N(C(=N)N)C=1SC=C(N1)CSCCNC(C(N)=N)=N (N-{2-[(2-Guanidinothiazol-4-yl)methylthio]ethyl}ethanediimidamide trihydrochloride). Reaction SMILES: [NH2:1][C:2]1[C:6]([NH:7][CH2:8][CH2:9][S:10][CH2:11][C:12]2[N:13]=[C:14]([NH:17][C:18]([NH2:20])=[NH:19])[S:15][CH:16]=2)=[N:5]S(=O)[N:3]=1.[ClH:22]>CO>[ClH:22].[ClH:22].[ClH:22].[NH:17]([C:14]1[S:15][CH:16]=[C:12]([CH2:11][S:10][CH2:9][CH2:8][NH:7][C:6](=[NH:5])[C:2](=[NH:1])[NH2:3])[N:13]=1)[C:18]([NH2:20])=[NH:19] |f:3.4.5.6|. Procedure: A suspension of 3-amino-4-{2-[(2-guanidinothiazol-4-yl)methylthio]ethylamino}-1,2,5-thiadiazole 1-oxide (5.25 g; 13.7 mmoles) [prepared according to published United Kingdom patent application No. 2,067,987] in 105 ml of methanol was treated with 80 ml of concentrated HCl to give an immediate yellow solution. After stirring at ambient temperature for 4.25 hours, the solution was concentrated to near dryness and the residue was triturated with acetone, filtered and dried to give the title compoun... As a reaction SMILES: C(OC(=O)[NH:7][C:8]1[CH:13]=[CH:12][CH:11]=[CH:10][C:9]=1[NH:14][C:15]([C:17]1[S:21][C:20]2[CH:22]=[CH:23][C:24]([O:26][CH2:27][CH2:28][O:29][Si](C(C)(C)C)(C)C)=[CH:25][C:19]=2[CH:18]=1)=[O:16])(C)(C)C.[F-].C([N+](CCCC)(CCCC)CCCC)CCC>O1CCCC1.[Cl-].[Na+].O>[NH2:7][C:8]1[CH:13]=[CH:12][CH:11]=[CH:10][C:9]=1[NH:14][C:15]([C:17]1[S:21][C:20]2[CH:22]=[CH:23][C:24]([O:26][CH2:27][CH2:28][OH:29])=[CH:25][C:19]=2[CH:18]=1)=[O:16] |f:1.2,4.5.6|. Run in [Cl-].[Na+].O (brine), O1CCCC1 (tetrahydrofurane). Conditions: time 1 hour. The product is NC1=C(C=CC=C1)NC(=O)C1=CC2=C(S1)C=CC(=C2)OCCO (5-(2-Hydroxy-ethoxy)-benzo[b]thiophene-2-carboxylic acid (2-amino-phenyl)-amide). Procedure: To a solution of 55 mg (0.100 mmol) [2-({5-[2-(tert-butyl-dimethyl-silanyloxy)-ethoxy]-benzo[b]thiophene-2-carbonyl}-amino)-phenyl]-carbamic acid tert-butyl ester (40) in 5 ml tetrahydrofurane was added 38 mg (0.120 mmol) tetra-n-butylammonium fluoride. The reaction mixture was stirred at room temperature for 1 h and poured into brine. The aqueous phase was extracted with ethyl acetate and the combined organic phases were washed brine and dried over sodium sulfate. The solvent was evaporated and... The reactants are C(C)(C)(C)OC(NC1=C(C=CC=C1)NC(=O)C1=CC2=C(S1)C=CC(=C2)OCCO[Si](C)(C)C(C)(C)C)=O ([2-({5-[2-(tert-Butyl-dimethyl-silanyloxy)-ethoxy]-benzo[b]thiophene-2-carbonyl}-amino)-phenyl]-carbamic acid tert-butyl ester), [F-].C(CCC)[N+](CCCC)(CCCC)CCCC (tetra-n-butylammonium fluoride). The yield is 52.0%. The reactants are BrC1=C(C=C2C(=N1)C1(CN2C2=C(C(=NC3=CC(=CC=C23)F)C2=NC=CC=C2)C)CCOCC1)N1CCOCC1 (5′-bromo-1′-(7-fluoro-3-methyl-2-(2-pyridinyl)-4-quinolinyl)-6′-(4-morpholinyl)-1′,2,2′,3,5,6-hexahydrospiro[pyran-4,3′-pyrrolo[3,2-b]pyridine]), [F-].[Cs+] (cesium fluoride), C(CCC)[Sn](C=C)(CCCC)CCCC (tri-n-butyl(vinyl)tin). Reagents/catalysts: CC(C)([P](C(C)(C)C)([Pd][P](C(C)(C)C)(C(C)(C)C)C(C)(C)C)C(C)(C)C)C (bis(tri-tert-butylphosphine)palladium). The solvent is O1CCOCC1 (1,4-dioxane). Reaction conditions: temperature 120 celsius. The product is C(=C)C1=C(C=C2C(=N1)C1(CN2C2=C(C(=NC3=CC(=CC=C23)F)C2=NC=CC=C2)C)CCOCC1)N1CCOCC1 (5′-ethenyl-1′-(7-fluoro-3-methyl-2-(2-pyridinyl)-4-quinolinyl)-6′-(4-morpholinyl)-1′,2,2′,3,5,6-hexahydrospiro[pyran-4,3′-pyrrolo[3,2-b]pyridine]). RXN SMILES: Br[C:2]1[N:7]=[C:6]2[C:8]3([CH2:33][CH2:32][O:31][CH2:30][CH2:29]3)[CH2:9][N:10]([C:11]3[C:20]4[C:15](=[CH:16][C:17]([F:21])=[CH:18][CH:19]=4)[N:14]=[C:13]([C:22]4[CH:27]=[CH:26][CH:25]=[CH:24][N:23]=4)[C:12]=3[CH3:28])[C:5]2=[CH:4][C:3]=1[N:34]1[CH2:39][CH2:38][O:37][CH2:36][CH2:35]1.[F-].[Cs+].[CH2:42]([Sn](CCCC)(CCCC)C=C)[CH2:43]CC>O1CCOCC1.CC(C)([P](C(C)(C)C)([Pd][P](C(C)(C)C)(C(C)(C)C)C(C)(C)C)C(C)(C)C)C>[CH:42]([C:2]1[N:7]=[C:6]2[C:8]3([CH2:29][CH2:30][O:31][CH2:32][CH2:33]3)[CH2:9][N:10]([C:11]3[C:20]4[C:15](=[CH:16][C:17]([F:21])=[CH:18][CH:19]=4)[N:14]=[C:13]([C:22]4[CH:27]=[CH:26][CH:25]=[CH:24][N:23]=4)[C:12]=3[CH3:28])[C:5]2=[CH:4][C:3]=1[N:34]1[CH2:39][CH2:38][O:37][CH2:36][CH2:35]1)=[CH2:43] |f:1.2,^1:65,71|. Reported procedure: To a stirred solution of 5′-bromo-1′-(7-fluoro-3-methyl-2-(2-pyridinyl)-4-quinolinyl)-6′-(4-morpholinyl)-1′,2,2′,3,5,6-hexahydrospiro[pyran-4,3′-pyrrolo[3,2-b]pyridine] (140 mg, 0.237 mmol) in 1,4-dioxane (4 mL) was added bis(tri-tert-butylphosphine)palladium (0) (12.12 mg, 0.024 mmol), cesium fluoride (36 mg, 0.237 mmol) and tri-n-butyl(vinyl)tin (90 μL, 0.285 mmol) and the reaction was heated at 120° C. for 3 h in the microwave. After this time the reaction was partitioned between EtOAc (50 mL...